Dataset: the Open Reaction Database (ORD), a public repository of structured organic reaction records. Task: describe an organic reaction: reactants, conditions, products, and yield Starting materials: C1(=CC=CC=C1)[C@@H]1NC(N[C@@H]1C1=CC=CC=C1)=S (cis-4,5-Diphenylimidazolidine-2-thione), FC=1C=C(CCl)C=CC1 (3-fluorobenzyl chloride). The solvent is CCO (EtOH). The product is Cl.FC=1C=C(CSC=2N[C@@H]([C@@H](N2)C2=CC=CC=C2)C2=CC=CC=C2)C=CC1 (2-[(3-Fluorobenzyl)thio]-cis-4,5-diphenyl-4,5-dihydro-1H-imidazole hydrochloride). Yield: 53.9%. RXN SMILES: [C:1]1([C@H:7]2[C@@H:11]([C:12]3[CH:17]=[CH:16][CH:15]=[CH:14][CH:13]=3)[NH:10][C:9](=[S:18])[NH:8]2)[CH:6]=[CH:5][CH:4]=[CH:3][CH:2]=1.[F:19][C:20]1[CH:21]=[C:22]([CH:25]=[CH:26][CH:27]=1)[CH2:23][Cl:24]>CCO>[ClH:24].[F:19][C:20]1[CH:21]=[C:22]([CH:25]=[CH:26][CH:27]=1)[CH2:23][S:18][C:9]1[NH:8][C@H:7]([C:1]2[CH:2]=[CH:3][CH:4]=[CH:5][CH:6]=2)[C@H:11]([C:12]2[CH:13]=[CH:14][CH:15]=[CH:16][CH:17]=2)[N:10]=1 |f:3.4|. Procedure: A mixture of intermediate 25 (200 mg, 0.786 mmol) and 3-fluorobenzyl chloride (0.190 mL, 1.57 mmol) in abs. EtOH (2 mL) is heated at 95° C. for 24 h. The reaction mixture is cooled to RT, evaporated to dryness, and the residue suspended in Et2O. The insoluble material is filtered to give 169 mg of the product 219. 1H NMR (DMSO-d6) δ 11.39 (s, 2 H), 7.65-7.40 (m, 3 H), 7.35-7.20 (m, 1 H), 7.20-6.90 (m, 6 H), 6.90-6.65 (m, 4 H), 5.80 (s, 2 H), 4.85 (s, 2 H); MS: m/z 363 (M++1).